This data is from the Open Reaction Database (ORD), a public repository of structured organic reaction records. The task is: describe an organic reaction: reactants, conditions, products, and yield The reactants are O.NC1=NS(C2=C(N1)C=C(N=C2)Cl)(=O)=O (3-amino-6-chloro-4H- pyrido[4,3-e][1,2,4]thiadiazine 1,1-dioxide monohydrate), ice, C(=O)(O)[O-].[Na+] (NaHCO3), compound, OS(=O)(=O)O (H2SO4). Run in O (water). Yields the product NC1=CC(=NC=C1S(=O)(=O)N)Cl (4-Amino-2-chloropyridine-5-sulfonamide). As a reaction SMILES: O.NC1[NH:8][C:7]2[CH:9]=[C:10]([Cl:13])[N:11]=[CH:12][C:6]=2[S:5](=[O:15])(=[O:14])[N:4]=1.OS(O)(=O)=O.C([O-])(O)=O.[Na+]>O>[NH2:8][C:7]1[C:6]([S:5]([NH2:4])(=[O:15])=[O:14])=[CH:12][N:11]=[C:10]([Cl:13])[CH:9]=1 |f:0.1,3.4|. Procedure details: A solution of 1 g of 3-amino-6-chloro-4H- pyrido[4,3-e][1,2,4]thiadiazine 1,1-dioxide monohydrate (compound obtained in Example 31 below) in 30 cm3 of 50% v/v H2SO4 in water is brought to reflux for 15 minutes. After cooling, the solution is thinned down with 300 cm3 of ice-cold water and then neutralized to a pH of 7 using solid NaHCO3. The white crystalline precipitate obtained is collected on a filter, washed with water and dried. The reactants are Cl.C(CC)(=N)N (propionamidine hydrochloride), C(C)OC(C#C)=O (propynoic acid ethyl ester), [OH-].[K+] (KOH). Run in alcohol, alcohol. Product: C(C)C1=NC=CC(N1)=O (2-ethyl-3H-pyrimidin-4-one). The yield is 22.6%. As a reaction SMILES: Cl.[C:2]([NH2:6])(=[NH:5])[CH2:3][CH3:4].C([O:9][C:10](=O)[C:11]#[CH:12])C.[OH-].[K+]>>[CH2:3]([C:2]1[NH:6][C:10](=[O:9])[CH:11]=[CH:12][N:5]=1)[CH3:4] |f:0.1,3.4|. Procedure: To a hot (60° C.) solution of propionamidine hydrochloride prepared in step 2 (54.3 g, 0.5 mol) and propynoic acid ethyl ester (53.9 g, 0.55 mol) in absolute alcohol (1 L) was added dropwise a solution of KOH (70 g, 80%, 1 mol) in absolute alcohol (300 mL) during 3 hours. The temperature was kept between 60° C. and 70° C. during the addition. The solvent was removed in vacuo and the residue was dissolved in water. The aqueous solution was acidified to pH 5 with HCl (6 M), extracted with ethyl ac... Reactants: CCOc1cc(OCC)c(C(=O)C=CC(=O)O)cc1OCC, CO. Yields the product CCOc1cc(OCC)c(C(=O)CCC(=O)O)cc1OCC. Reaction SMILES: [CH2:1]([CH3:2])[O:3][c:4]1[c:5]([C:6](=[O:7])[CH:8]=[CH:9][C:10](=[O:11])[OH:12])[cH:13][c:14]([O:20][CH2:21][CH3:22])[c:15]([O:17][CH2:18][CH3:19])[cH:16]1.[CH3:23][OH:24]>>[CH2:1]([CH3:2])[O:3][c:4]1[c:5]([C:6](=[O:7])[CH2:8][CH2:9][C:10](=[O:11])[OH:12])[cH:13][c:14]([O:20][CH2:21][CH3:22])[c:15]([O:17][CH2:18][CH3:19])[cH:16]1.